The task is: describe an organic reaction: reactants, conditions, products, and yield. This data is from the Open Reaction Database (ORD), a public repository of structured organic reaction records. Starting materials: Cc1cc(N)ccc1Br, O=C(O)c1ccc(B(O)O)cc1, COCCOC, [Na+], [Na+], O=C([O-])[O-], O. Yields the product Cc1cc(N)ccc1-c1ccc(C(=O)O)cc1. RXN SMILES: [Br:1][c:2]1[c:3]([CH3:9])[cH:4][c:5]([NH2:6])[cH:7][cH:8]1.[C:10](=[O:11])([OH:12])[c:13]1[cH:14][cH:15][c:16]([B:19]([OH:20])[OH:21])[cH:17][cH:18]1.[CH3:28][O:29][CH2:30][CH2:31][O:32][CH3:33].[Na+:22].[Na+:23].[O-:24][C:25](=[O:26])[O-:27].[OH2:34]>>[c:2]1(-[c:16]2[cH:15][cH:14][c:13]([C:10](=[O:11])[OH:12])[cH:18][cH:17]2)[c:3]([CH3:9])[cH:4][c:5]([NH2:6])[cH:7][cH:8]1.